From a dataset of the Open Reaction Database (ORD), a public repository of structured organic reaction records. describe an organic reaction: reactants, conditions, products, and yield The reactants are C(C)=O (acetaldehyde), C(C)(=O)O (acetic acid), C(C)(=O)[O-].[NH4+] (ammonium acetate), C(#N)CC(=O)NC(=O)N (Cyanoacetylurea). Reagents/catalysts: [C].[Pd] (palladium carbon). Run in CN(C=O)C (N,N-dimethylformamide). The product is C(#N)C(C(=O)NC(=O)N)CC (N-(2-cyanobutanoyl)urea). As a reaction SMILES: [C:1]([CH2:3][C:4]([NH:6][C:7]([NH2:9])=[O:8])=[O:5])#[N:2].[CH:10](=O)[CH3:11].C(O)(=O)C.C([O-])(=O)C.[NH4+]>CN(C)C=O.[C].[Pd]>[C:1]([CH:3]([CH2:10][CH3:11])[C:4]([NH:6][C:7]([NH2:9])=[O:8])=[O:5])#[N:2] |f:3.4,6.7|. Procedure: Cyanoacetylurea (38.7 g) was suspended in N,N-dimethylformamide (77.4 ml), and acetaldehyde (18.8 ml), acetic acid (3.43 ml) and ammonium acetate (2.31 g) were added. This suspension was subjected to catalytic hydrogenation in the presence of 10% palladium carbon (0.78 g, 50% wet product) under normal pressure at 30° C. for 5 hours. The catalyst was filtered off. Water (350 ml) was added to the filtrate to allow precipitation of crystals. The crystals were collected by filtration to give crystal... Yields the product CCCCNCCCCCCCCSc1nc(-c2ccccc2)c(-c2ccccc2)[nH]1. As a reaction SMILES: [Al+3:2].[CH2:7]([CH2:8][CH2:9][CH3:10])[NH:11][C:12]([CH2:13][CH2:14][CH2:15][CH2:16][CH2:17][CH2:18][CH2:19][S:20][c:21]1[nH:22][c:23](-[c:32]2[cH:33][cH:34][cH:35][cH:36][cH:37]2)[c:24](-[c:26]2[cH:27][cH:28][cH:29][cH:30][cH:31]2)[n:25]1)=[O:38].[H-:1].[H-:4].[H-:5].[H-:6].[Li+:3].[O:39]1[CH2:40][CH2:41][CH2:42][CH2:43]1>>[CH2:7]([CH2:8][CH2:9][CH3:10])[NH:11][CH2:12][CH2:13][CH2:14][CH2:15][CH2:16][CH2:17][CH2:18][CH2:19][S:20][c:21]1[n:22][c:23](-[c:32]2[cH:33][cH:34][cH:35][cH:36][cH:37]2)[c:24](-[c:26]2[cH:27][cH:28][cH:29][cH:30][cH:31]2)[nH:25]1. Reactants: [Al+3], CCCCNC(=O)CCCCCCCSc1nc(-c2ccccc2)c(-c2ccccc2)[nH]1, [H-], [H-], [H-], [H-], [Li+], C1CCOC1. The reactants are CS(=O)(=O)OCC1=C(SC=C1C1=CC=C(C=C1)Cl)C(F)(F)F ([4-(4-chlorophenyl)-2-(trifluoromethyl)thiophen-3-yl]methyl methanesulfonate), FC1=C(C=CC(=C1F)O)CCC(=O)OCC (ethyl 3-(2,3-difluoro-4-hydroxyphenyl)propanoate), ClC1=CC=C(C=C1)C=1C(=C(SC1)C(F)(F)F)COC1=C(C(=C(C=C1)CCC(=O)OCC)F)F (ethyl 3-(4-((4-(4-chlorophenyl)-2-(trifluoromethyl)thiophen-3-yl)methoxy)-2,3-difluorophenyl)propanoate). Yields the product ClC1=CC=C(C=C1)C=1C(=C(SC1)C(F)(F)F)COC1=C(C(=C(C=C1)CCC(=O)O)F)F (3-(4-((4-(4-chlorophenyl)-2-(trifluoromethyl)thiophen-3-yl)methoxy)-2,3-difluorophenyl)propanoic acid). RXN SMILES: CS(OCC1C(C2C=CC(Cl)=CC=2)=CSC=1C(F)(F)F)(=O)=O.FC1C(F)=C(O)C=CC=1CCC(OCC)=O.[Cl:39][C:40]1[CH:45]=[CH:44][C:43]([C:46]2[C:47]([CH2:55][O:56][C:57]3[CH:62]=[CH:61][C:60]([CH2:63][CH2:64][C:65]([O:67]CC)=[O:66])=[C:59]([F:70])[C:58]=3[F:71])=[C:48]([C:51]([F:54])([F:53])[F:52])[S:49][CH:50]=2)=[CH:42][CH:41]=1>>[Cl:39][C:40]1[CH:41]=[CH:42][C:43]([C:46]2[C:47]([CH2:55][O:56][C:57]3[CH:62]=[CH:61][C:60]([CH2:63][CH2:64][C:65]([OH:67])=[O:66])=[C:59]([F:70])[C:58]=3[F:71])=[C:48]([C:51]([F:54])([F:53])[F:52])[S:49][CH:50]=2)=[CH:44][CH:45]=1. Reported procedure: The title compound was prepared according to the procedure described in Example 183 by coupling of [4-(4-chlorophenyl)-2-(trifluoromethyl)thiophen-3-yl]methyl methanesulfonate and ethyl 3-(2,3-difluoro-4-hydroxyphenyl)propanoate followed by hydrolysis of ethyl 3-(4-((4-(4-chlorophenyl)-2-(trifluoromethyl)thiophen-3-yl)methoxy)-2,3-difluorophenyl)propanoate to afford the desired product as an off-white solid. 1H NMR (400 MHz, CDCl3) δ 7.50 (s, 1H), 7.45 (m, 4H), 6.85 (t, J=6.5 Hz, 1H), 6.65 (t, J... Reactants: C(#C)C1=CC=C(C=C1)C(F)(F)F (1-ethynyl-4-trifluoromethyl-benzene), COC(COC1=C(C=C(C=C1)OCC#CC1=CC(=CC(=C1)C#CCN1CCCCC1)Br)C)=O ((4-{3-[3-bromo-5-(3-piperidin-1-yl-prop-1-ynyl)-phenyl]-prop-2-ynyloxy}-2-methyl-phenoxy)-acetic acid methyl ester). The reagents and catalysts are C=1C=CC(=CC1)[P](C=2C=CC=CC2)(C=3C=CC=CC3)[Pd]([P](C=4C=CC=CC4)(C=5C=CC=CC5)C=6C=CC=CC6)([P](C=7C=CC=CC7)(C=8C=CC=CC8)C=9C=CC=CC9)[P](C=1C=CC=CC1)(C=1C=CC=CC1)C=1C=CC=CC1 (Pd(PPh3)4), [Cu]I (CuI). The solvent is CN(C)C=O (DMF), C(C)N(CC)CC (triethylamine). Conditions: temperature 60 celsius. Yields the product COC(COC1=C(C=C(C=C1)OCC#CC1=CC(=CC(=C1)C#CC1=CC=C(C=C1)C(F)(F)F)C#CCN1CCCCC1)C)=O ((2-methyl-4-{3-[3-(3-piperidin-1-yl-prop-1-ynyl)-5-(4-trifluoromethyl-phenylethynyl)-phenyl]-prop-2-ynyloxy}-phenoxy)-acetic acid methyl ester). Reaction SMILES: [C:1]([C:3]1[CH:8]=[CH:7][C:6]([C:9]([F:12])([F:11])[F:10])=[CH:5][CH:4]=1)#[CH:2].[CH3:13][O:14][C:15](=[O:45])[CH2:16][O:17][C:18]1[CH:23]=[CH:22][C:21]([O:24][CH2:25][C:26]#[C:27][C:28]2[CH:33]=[C:32]([C:34]#[C:35][CH2:36][N:37]3[CH2:42][CH2:41][CH2:40][CH2:39][CH2:38]3)[CH:31]=[C:30](Br)[CH:29]=2)=[CH:20][C:19]=1[CH3:44]>CN(C=O)C.C(N(CC)CC)C.C1C=CC([P]([Pd]([P](C2C=CC=CC=2)(C2C=CC=CC=2)C2C=CC=CC=2)([P](C2C=CC=CC=2)(C2C=CC=CC=2)C2C=CC=CC=2)[P](C2C=CC=CC=2)(C2C=CC=CC=2)C2C=CC=CC=2)(C2C=CC=CC=2)C2C=CC=CC=2)=CC=1.[Cu]I>[CH3:13][O:14][C:15](=[O:45])[CH2:16][O:17][C:18]1[CH:23]=[CH:22][C:21]([O:24][CH2:25][C:26]#[C:27][C:28]2[CH:29]=[C:30]([C:2]#[C:1][C:3]3[CH:8]=[CH:7][C:6]([C:9]([F:10])([F:11])[F:12])=[CH:5][CH:4]=3)[CH:31]=[C:32]([C:34]#[C:35][CH2:36][N:37]3[CH2:42][CH2:41][CH2:40][CH2:39][CH2:38]3)[CH:33]=2)=[CH:20][C:19]=1[CH3:44] |^1:61,63,82,101|. Procedure details: A mixture of 1-ethynyl-4-trifluoromethyl-benzene (300 mg, 1.77 mmol), (4-{3-[3-bromo-5-(3-piperidin-1-yl-prop-1-ynyl)-phenyl]-prop-2-ynyloxy}-2-methyl-phenoxy)-acetic acid methyl ester (100 mg, 0.2 mmol, example 3), Pd(PPh3)4 (22 mg, 0.02 mmol), CuI (10 mg, 0.055 mmol) in dry DMF (2 ml) and triethylamine (2 ml) was heated in a microwave own for 50 min at 60° C. in a sealed tube. The reaction mixture was filtered through Decalite and the filtrate was evaporated. The residue was purified on column... Reactants: [OH-].[Na+] (NaOH), ClC=1C=CC=2N(N1)C(=CN2)C(C)(O)C=2C(=C1C=CC=NC1=CC2F)F ((rac)-1-(6-Chloro-imidazo[1,2-b]pyridazin-3-yl)-1-(5,7-difluoro-quinolin-6-yl)-ethanol), II (iodine), O[PH2]=O (H3PO2), aqueous solution. Run in O (water), C(C)(=O)O (acetic acid). Reaction conditions: time 5 minute. Product: ClC=1C=CC=2N(N1)C(=CN2)C(C)C=2C(=C1C=CC=NC1=CC2F)F ((rac)-6-[1-(6-Chloro-imidazo[1,2-b]pyridazin-3-yl)-ethyl]-5,7-difluoro-quinoline). As a reaction SMILES: [Cl:1][C:2]1[CH:3]=[CH:4][C:5]2[N:6]([C:8]([C:11]([C:14]3[C:15]([F:25])=[C:16]4[C:21](=[CH:22][C:23]=3[F:24])[N:20]=[CH:19][CH:18]=[CH:17]4)(O)[CH3:12])=[CH:9][N:10]=2)[N:7]=1.II.O[PH2]=O.[OH-].[Na+]>O.C(O)(=O)C>[Cl:1][C:2]1[CH:3]=[CH:4][C:5]2[N:6]([C:8]([CH:11]([C:14]3[C:15]([F:25])=[C:16]4[C:21](=[CH:22][C:23]=3[F:24])[N:20]=[CH:19][CH:18]=[CH:17]4)[CH3:12])=[CH:9][N:10]=2)[N:7]=1 |f:3.4|. Reported procedure: (rac)-1-(6-Chloro-imidazo[1,2-b]pyridazin-3-yl)-1-(5,7-difluoro-quinolin-6-yl)-ethanol (Stage 182.2, 570 mg, 1.58 mmol), iodine (1.203 g, 4.74 mmol) and H3PO2 (1.293 mL of a 50% aqueous solution, 23.7 mmol) were charged together with acetic acid (16 mL) in a microwave vial. The mixture was subjected to MW-irradiation at 150° C. for 5 min. It was then taken up with water and basified with NaOH (2.5 M). It was extracted with EtOAc twice and the organics were joined and washed with brine, dried ove... Reactants: Cc1ccc(C)n1-c1cccc(Br)n1, CCO, CCc1cc(B(O)O)c(OC)cc1OCc1ccccc1, CO, [Na+], [Na+], O=C([O-])[O-], C1CCOC1, O, O, c1ccc(P(c2ccccc2)(c2ccccc2)[Pd](P(c2ccccc2)(c2ccccc2)c2ccccc2)(P(c2ccccc2)(c2ccccc2)c2ccccc2)P(c2ccccc2)(c2ccccc2)c2ccccc2)cc1. Yields the product CCc1cc(-c2cccc(-n3c(C)ccc3C)n2)c(OC)cc1OCc1ccccc1. Reaction SMILES: [Br:22][c:23]1[n:24][c:25](-[n:29]2[c:30]([CH3:35])[cH:31][cH:32][c:33]2[CH3:34])[cH:26][cH:27][cH:28]1.[CH2:123]([OH:124])[CH3:125].[CH2:1]([c:2]1[cH:3][cH:4][cH:5][cH:6][cH:7]1)[O:8][c:9]1[cH:10][c:11]([O:20][CH3:21])[c:12]([B:17]([OH:18])[OH:19])[cH:13][c:14]1[CH2:15][CH3:16].[CH3:43][OH:44].[Na+:36].[Na+:37].[O-:38][C:39](=[O:40])[O-:41].[O:126]1[CH2:127][CH2:128][CH2:129][CH2:130]1.[OH2:122].[OH2:42].[cH:45]1[cH:46][cH:47][c:48]([P:49]([Pd:50]([P:51]([c:52]2[cH:53][cH:54][cH:55][cH:56][cH:57]2)([c:58]2[cH:59][cH:60][cH:61][cH:62][cH:63]2)[c:64]2[cH:65][cH:66][cH:67][cH:68][cH:69]2)([P:70]([c:71]2[cH:72][cH:73][cH:74][cH:75][cH:76]2)([c:77]2[cH:78][cH:79][cH:80][cH:81][cH:82]2)[c:83]2[cH:84][cH:85][cH:86][cH:87][cH:88]2)[P:89]([c:90]2[cH:91][cH:92][cH:93][cH:94][cH:95]2)([c:96]2[cH:97][cH:98][cH:99][cH:100][cH:101]2)[c:102]2[cH:103][cH:104][cH:105][cH:106][cH:107]2)([c:108]2[cH:109][cH:110][cH:111][cH:112][cH:113]2)[c:114]2[cH:115][cH:116][cH:117][cH:118][cH:119]2)[cH:120][cH:121]1>>[CH2:1]([c:2]1[cH:3][cH:4][cH:5][cH:6][cH:7]1)[O:8][c:9]1[cH:10][c:11]([O:20][CH3:21])[c:12](-[c:23]2[n:24][c:25](-[n:29]3[c:30]([CH3:35])[cH:31][cH:32][c:33]3[CH3:34])[cH:26][cH:27][cH:28]2)[cH:13][c:14]1[CH2:15][CH3:16]. The reactants are [Na+], O=C1Cc2cccc(Nc3ccc(Cl)cc3)c2N1, C1COCCO1, [OH-], O. Product: Nc1c(CC(=O)O)cccc1Nc1ccc(Cl)cc1. Reaction SMILES: [Na+:20].[O:1]=[C:2]1[NH:3][c:4]2[c:5]([NH:11][c:12]3[cH:13][cH:14][c:15]([Cl:18])[cH:16][cH:17]3)[cH:6][cH:7][cH:8][c:9]2[CH2:10]1.[O:21]1[CH2:22][CH2:23][O:24][CH2:25][CH2:26]1.[OH-:19].[OH2:27]>>[O:1]=[C:2]([CH2:10][c:9]1[c:4]([NH2:3])[c:5]([NH:11][c:12]2[cH:13][cH:14][c:15]([Cl:18])[cH:16][cH:17]2)[cH:6][cH:7][cH:8]1)[OH:21]. Reactants: ClC1=C(C(=O)N[C@@H]2[C@H](CCC2)NC2=NC=C(C=C2)C(F)(F)F)C=CC=C1 (2-Chloro-N-[(1S,2S)-2-{[5-(trifluoromethyl)pyridin-2-yl]amino}cyclopentyl]benzamide), ClC1=NC=C(C=C1)C(F)(F)F (2-chloro-5-(trifluoromethyl)pyridine), Cl.N[C@@H]1[C@H](CCC1)NC(C1=C(C=CC=C1F)F)=O (N-[(1S,2S)-2-amino cyclopentyl]-2,6-difluorobenzamide hydrochloride), Cl.N[C@@H]1[C@H](CCC1)NC(C1=C(C=CC=C1F)F)=O (N-[(1S,2S)-2-amino cyclopentyl]-2,6-difluorobenzamide hydrochloride). Product: FC1=C(C(=O)N[C@@H]2[C@H](CCC2)NC2=NC=C(C=C2)C(F)(F)F)C(=CC=C1)F (2,6-Difluoro-N-[(1S,2S)-2-{[5-(trifluoromethyl)pyridin-2-yl]amino}cyclopentyl]benzamide). As a reaction SMILES: ClC1C=CC=CC=1C(N[C@H]1CCC[C@@H]1N[C:13]1[CH:18]=[CH:17][C:16]([C:19]([F:22])([F:21])[F:20])=[CH:15][N:14]=1)=O.Cl.[NH2:28][C@H:29]1[CH2:33][CH2:32][CH2:31][C@@H:30]1[NH:34][C:35](=[O:44])[C:36]1[C:41]([F:42])=[CH:40][CH:39]=[CH:38][C:37]=1[F:43].ClC1C=CC(C(F)(F)F)=CN=1>>[F:42][C:41]1[CH:40]=[CH:39][CH:38]=[C:37]([F:43])[C:36]=1[C:35]([NH:34][C@H:30]1[CH2:31][CH2:32][CH2:33][C@@H:29]1[NH:28][C:13]1[CH:18]=[CH:17][C:16]([C:19]([F:22])([F:21])[F:20])=[CH:15][N:14]=1)=[O:44] |f:1.2|. Reported procedure: Prepared according to the procedure for 2-chloro-N-[(1S,2S)-2-{[5-(trifluoromethyl)pyridin-2-yl]amino}cyclopentyl]benzamide (Example 69) from N-[(1S,2S)-2-amino cyclopentyl]-2,6-difluorobenzamide hydrochloride (Intermediate 21; 100 mg, 0.36 mmol) and 2-chloro-5-(trifluoromethyl)pyridine (CAS number 52334-81-3; 79 mg, 0.43 mmol) to afford the title compound. Yields the product N1(CCC1)C(=O)C=1C=C(C(=NC1)OC=1C=C(C(=O)NC2=NC=C(N=C2)C)C=C(C1)OC(C)C)Cl (3-{[5-(Azetidin-1-ylcarbonyl)-3-chloropyridin-2-yl]oxy}-5-[(1-methylethyl)oxy]-N-(5-methylpyrazin-2-yl)benzamide). Run at temperature 120 celsius. The solvent is C(C)#N (acetonitrile). Starting materials: C([O-])([O-])=O.[Cs+].[Cs+] (Cesium carbonate), OC=1C=C(C(=O)NC2=NC=C(N=C2)C)C=C(C1)OC(C)C (3-hydroxy-5-[(1-methylethyl)oxy]-N-(5-methylpyrazin-2-yl)benzamide), N1(CCC1)C(=O)C=1C=C(C(=NC1)Cl)Cl (5-(azetidin-1-ylcarbonyl)-2,3-dichloropyridine). Yield: 69.3%. RXN SMILES: C(=O)([O-])[O-].[Cs+].[Cs+].[OH:7][C:8]1[CH:9]=[C:10]([CH:21]=[C:22]([O:24][CH:25]([CH3:27])[CH3:26])[CH:23]=1)[C:11]([NH:13][C:14]1[CH:19]=[N:18][C:17]([CH3:20])=[CH:16][N:15]=1)=[O:12].[N:28]1([C:32]([C:34]2[CH:35]=[C:36]([Cl:41])[C:37](Cl)=[N:38][CH:39]=2)=[O:33])[CH2:31][CH2:30][CH2:29]1>C(#N)C>[N:28]1([C:32]([C:34]2[CH:35]=[C:36]([Cl:41])[C:37]([O:7][C:8]3[CH:9]=[C:10]([CH:21]=[C:22]([O:24][CH:25]([CH3:27])[CH3:26])[CH:23]=3)[C:11]([NH:13][C:14]3[CH:19]=[N:18][C:17]([CH3:20])=[CH:16][N:15]=3)=[O:12])=[N:38][CH:39]=2)=[O:33])[CH2:31][CH2:30][CH2:29]1 |f:0.1.2|. Procedure details: Cesium carbonate (489 mg, 1.5 mmol) was added to a solution of 3-hydroxy-5-[(1-methylethyl)oxy]-N-(5-methylpyrazin-2-yl)benzamide (144 mg, 0.5 mmol) and 5-(azetidin-1-ylcarbonyl)-2,3-dichloropyridine (173 mg, 0.75 mmol) in acetonitrile (5 mL) and the stirred mixture heated at 120° C. in a microwave reactor for 1 hour. The mixture was cooled to RT and ambient pressure, the acetonitrile evaporated in vacuo, the residue partitioned between water (25 mL) and ethyl acetate (50 mL). The organic layer ...